From a dataset of the Open Reaction Database (ORD), a public repository of structured organic reaction records. describe an organic reaction: reactants, conditions, products, and yield Reactants: COC(=O)C1=NC=C(N=C1)OCC=1C(=NOC1)C1=CC=C(C=C1)F (5-[3-(4-fluoro-phenyl)-isoxazol-4-ylmethoxy]-pyrazine-2-carboxylic acid methyl ester), C(C)(C)N (isopropylamine). The product is C(C)(C)NC(=O)C1=NC=C(N=C1)OCC=1C(=NOC1)C1=CC=C(C=C1)F (5-[3-(4-Fluoro-phenyl)-isoxazol-4-ylmethoxy]-pyrazine-2-carboxylic acid isopropylamide). The yield is 75.0%. Reaction SMILES: CO[C:3]([C:5]1[CH:10]=[N:9][C:8]([O:11][CH2:12][C:13]2[C:14]([C:18]3[CH:23]=[CH:22][C:21]([F:24])=[CH:20][CH:19]=3)=[N:15][O:16][CH:17]=2)=[CH:7][N:6]=1)=[O:4].[CH:25]([NH2:28])([CH3:27])[CH3:26]>>[CH:25]([NH:28][C:3]([C:5]1[CH:10]=[N:9][C:8]([O:11][CH2:12][C:13]2[C:14]([C:18]3[CH:19]=[CH:20][C:21]([F:24])=[CH:22][CH:23]=3)=[N:15][O:16][CH:17]=2)=[CH:7][N:6]=1)=[O:4])([CH3:27])[CH3:26]. Reported procedure: As described for example 13 g, 5-[3-(4-fluoro-phenyl)-isoxazol-4-ylmethoxy]-pyrazine-2-carboxylic acid methyl ester (100 mg, 0.3 mmol) was converted, using isopropylamine instead of 2,2,2-trifluoroethylamine, to the title compound (81 mg, 75%) which was obtained as a light yellow solid. MS: m/e=415.1 [M+OAc]+.